Dataset: the Open Reaction Database (ORD), a public repository of structured organic reaction records. Task: describe an organic reaction: reactants, conditions, products, and yield Starting materials: N1N=C(C2=CC=CC=C12)\C=C\1/OC2=C(C1=O)C=CC(=C2C#CCN2CCN(CC2)C(=O)OC(C)(C)C)OC (tert-butyl (Z)-4-(3-{2-[(1H-indazol-3-yl)methylene]-6-methoxy-3-oxo-2,3-dihydrobenzofuran-7-yl}prop-2-ynyl)piperazine-1-carboxylate), solution, Cl (hydrogen chloride). Solvent: C(Cl)Cl (methylene chloride), O1CCOCC1 (1,4-dioxane). Conditions: time 2 hour. Product: N1N=C(C2=CC=CC=C12)\C=C\1/OC2=C(C1=O)C=CC(=C2C#CCN2CCNCC2)OC ((Z)-2-[(1H-indazol-3-yl)-methylene]-6-methoxy-7-[3-(piperazin-1-yl)prop-1-ynyl]benzofuran-3(2H)-one). Yield: 90.3%. Reaction SMILES: [NH:1]1[C:9]2[C:4](=[CH:5][CH:6]=[CH:7][CH:8]=2)[C:3](/[CH:10]=[C:11]2\[O:12][C:13]3[C:20]([C:21]#[C:22][CH2:23][N:24]4[CH2:29][CH2:28][N:27](C(OC(C)(C)C)=O)[CH2:26][CH2:25]4)=[C:19]([O:37][CH3:38])[CH:18]=[CH:17][C:14]=3[C:15]\2=[O:16])=[N:2]1.Cl>C(Cl)Cl.O1CCOCC1>[NH:1]1[C:9]2[C:4](=[CH:5][CH:6]=[CH:7][CH:8]=2)[C:3](/[CH:10]=[C:11]2\[O:12][C:13]3[C:20]([C:21]#[C:22][CH2:23][N:24]4[CH2:25][CH2:26][NH:27][CH2:28][CH2:29]4)=[C:19]([O:37][CH3:38])[CH:18]=[CH:17][C:14]=3[C:15]\2=[O:16])=[N:2]1. Procedure: A solution of tert-butyl (Z)-4-(3-{2-[(1H-indazol-3-yl)methylene]-6-methoxy-3-oxo-2,3-dihydrobenzofuran-7-yl}prop-2-ynyl)piperazine-1-carboxylate (0.0625 g, 0.121 mmol) in methylene chloride (3 mL) was added with a 4 M solution of hydrogen chloride in 1,4-dioxane (3 mL), and the mixture was stirred at room temperature for 2 hours. The reaction mixture was concentrated, the resulting residue was added with saturated aqueous sodium hydrogencarbonate, and the precipitated solid was collected by fil... Starting materials: NC1=NNC(=N1)S (3-Amino-5-mercapto-1,2,4-triazole), [OH-].[Na+] (sodium hydroxide), C(C1=CC=CC=C1)Cl (benzyl chloride). Solvent: C(C)O (ethanol). Run at time 8 hour. The product is NC1=NC(=NN1)SCC1=CC=CC=C1 (5-Amino-3-benzylthio-1,2,4-triazole). Isolated yield 90.6%. RXN SMILES: [NH2:1][C:2]1[N:6]=[C:5]([SH:7])[NH:4][N:3]=1.[OH-].[Na+].[CH2:10](Cl)[C:11]1[CH:16]=[CH:15][CH:14]=[CH:13][CH:12]=1>C(O)C>[NH2:1][C:2]1[NH:3][N:4]=[C:5]([S:7][CH2:10][C:11]2[CH:16]=[CH:15][CH:14]=[CH:13][CH:12]=2)[N:6]=1 |f:1.2|. Reported procedure: 3-Amino-5-mercapto-1,2,4-triazole (40.36 g) was treated at room temperature with sodium hydroxide (13.9 g) in ethanol (450 ml), and benzyl chloride (44.3 g) was added. The mixture was stirred overnight, and was then filtered. The ethanol was evaporated off, and the residue was recrystallised from ethyl acetate to give 64.97 g of the desired product, mp 104° C. Reactants: N1(CCCCC1)CC1=CC(=NC=C1)OC\C=C/CNC(CCCCl)=O (N-[4-(4-piperidinomethyl-2-pyridyloxy) -cis-2-butenyl]-4-chlorobutyramide), SCC(C)O (1-mercapto-2-propanol). The product is N1(CCCCC1)CC1=CC(=NC=C1)OC\C=C/CNC(CCCSCC(C)O)=O (N-[4-(4-Piperidinomethyl-2-pyridyloxy)-cis -2-butenyl]-4-(2-hydroxypropylthio)butyramide). Isolated yield 58.0%. Reaction SMILES: [N:1]1([CH2:7][C:8]2[CH:13]=[CH:12][N:11]=[C:10]([O:14][CH2:15]/[CH:16]=[CH:17]\[CH2:18][NH:19][C:20](=[O:25])[CH2:21][CH2:22][CH2:23]Cl)[CH:9]=2)[CH2:6][CH2:5][CH2:4][CH2:3][CH2:2]1.[SH:26][CH2:27][CH:28]([OH:30])[CH3:29]>>[N:1]1([CH2:7][C:8]2[CH:13]=[CH:12][N:11]=[C:10]([O:14][CH2:15]/[CH:16]=[CH:17]\[CH2:18][NH:19][C:20](=[O:25])[CH2:21][CH2:22][CH2:23][S:26][CH2:27][CH:28]([OH:30])[CH3:29])[CH:9]=2)[CH2:6][CH2:5][CH2:4][CH2:3][CH2:2]1. Reported procedure: Following a procedure similar to that described in Example 1, but using N-[4-(4-piperidinomethyl-2-pyridyloxy) -cis-2-butenyl]-4-chlorobutyramide (prepared as described in Preparation 2) and 1-mercapto-2-propanol as starting materials, in relative proportions similar to those used in that Example, the title compound was obtained in a 58% yield. Starting materials: ClC1=NC=2N3[C@H](CN(C2C=N1)CCC(C(C)(C)C)NC(OC(C)(C)C)=O)COCC3 (tert-butyl (1-((R)-2-chloro-6a,7,9,10-tetrahydro-[1,4]oxazino[3,4-h]pteridin-5(6H)-yl)-4,4-dimethylpentan-3-yl)carbamate), N1C=CC2=C(C=CC=C12)B(O)O (1H-indol-4-ylboronic acid). Reagents/catalysts: C1=CC=C(C=C1)P([C-]2C=CC=C2)C3=CC=CC=C3.C1=CC=C(C=C1)P([C-]2C=CC=C2)C3=CC=CC=C3.Cl[Pd]Cl.[Fe+2] (PdCl2(dppf)). Solvent: O1CCOCC1 (dioxane), C(=O)(O)[O-].[Na+] (NaHCO3). Yields the product N1C=CC2=C(C=CC=C12)C1=NC=2N3[C@H](CN(C2C=N1)CCC(C(C)(C)C)NC(OC(C)(C)C)=O)COCC3 (tert-butyl (1-((R)-2-(1H-indol-4-yl)-6a,7,9,10-tetrahydro-[1,4]oxazino[3,4-h]pteridin-5(6H)-yl)-4,4-dimethylpentan-3-yl)carbamate). Reaction SMILES: Cl[C:2]1[N:11]=[CH:10][C:9]2[N:8]([CH2:12][CH2:13][CH:14]([NH:19][C:20](=[O:26])[O:21][C:22]([CH3:25])([CH3:24])[CH3:23])[C:15]([CH3:18])([CH3:17])[CH3:16])[CH2:7][C@@H:6]3[CH2:27][O:28][CH2:29][CH2:30][N:5]3[C:4]=2[N:3]=1.[NH:31]1[C:39]2[C:34](=[C:35](B(O)O)[CH:36]=[CH:37][CH:38]=2)[CH:33]=[CH:32]1>O1CCOCC1.C([O-])(O)=O.[Na+].C1C=CC(P(C2C=CC=CC=2)[C-]2C=CC=C2)=CC=1.C1C=CC(P(C2C=CC=CC=2)[C-]2C=CC=C2)=CC=1.Cl[Pd]Cl.[Fe+2]>[NH:31]1[C:39]2[C:34](=[C:35]([C:2]3[N:11]=[CH:10][C:9]4[N:8]([CH2:12][CH2:13][CH:14]([NH:19][C:20](=[O:26])[O:21][C:22]([CH3:25])([CH3:24])[CH3:23])[C:15]([CH3:18])([CH3:17])[CH3:16])[CH2:7][C@@H:6]5[CH2:27][O:28][CH2:29][CH2:30][N:5]5[C:4]=4[N:3]=3)[CH:36]=[CH:37][CH:38]=2)[CH:33]=[CH:32]1 |f:3.4,5.6.7.8|. Procedure details: The title compound was prepared in a manner similar to Example 2 using tert-butyl (1-((R)-2-chloro-6a,7,9,10-tetrahydro-[1,4]oxazino[3,4-h]pteridin-5(6H)-yl)-4,4-dimethylpentan-3-yl)carbamate (PREPARATION x77, 53 mg, 0.120 mmol), 1H-indol-4-ylboronic acid (38.8 mg, 0.241 mmol) and PdCl2(dppf) (4.41 mg, 0.006 mmol) in dioxane (2 mL) and aqueous saturated NaHCO3 (0.4 mL) (19 mg, 30%). ESI-MS m/z [M+H]+ calc'd for C29H40N6O3, 521.32. found 521.5. The reactants are CC#N, C1CCC(C2CCNCC2)CC1, ClCCl, [I-], O=c1[nH]c2ccccc2n1CCCI, [K+], [K+], [Na+], [Na+], [Na+], O=C([O-])[O-], O=S([O-])([O-])=S. The product is O=c1[nH]c2ccccc2n1CCCN1CCC(C2CCCCC2)CC1. As a reaction SMILES: [CH3:45][C:46]#[N:47].[CH:1]1([CH:7]2[CH2:8][CH2:9][NH:10][CH2:11][CH2:12]2)[CH2:2][CH2:3][CH2:4][CH2:5][CH2:6]1.[Cl:42][CH2:43][Cl:44].[I-:33].[I:13][CH2:14][CH2:15][CH2:16][n:17]1[c:18](=[O:26])[nH:19][c:20]2[c:21]1[cH:22][cH:23][cH:24][cH:25]2.[K+:27].[K+:28].[Na+:34].[Na+:40].[Na+:41].[O-:29][C:30]([O-:31])=[O:32].[S:35]([O-:36])([O-:37])(=[O:38])=[S:39]>>[CH:1]1([CH:7]2[CH2:8][CH2:9][N:10]([CH2:14][CH2:15][CH2:16][n:17]3[c:18](=[O:26])[nH:19][c:20]4[c:21]3[cH:22][cH:23][cH:24][cH:25]4)[CH2:11][CH2:12]2)[CH2:2][CH2:3][CH2:4][CH2:5][CH2:6]1. Starting materials: COC=1C=C(C=CC1)CC(=O)Cl (3-Methoxyphenylacetyl chloride), NC1=C(C(=O)OC)C=CC(=C1)Cl (methyl 2-amino-4-chlorobenzoate). The solvent is ClCCl (dichloromethane). Product: ClC1=CC(=C(C(=O)OC)C=C1)NC(CC1=CC(=CC=C1)OC)=O (methyl 4-chloro-2-(3-methoxyphenyl)acetamidobenzoate). Yield: 90.5%. As a reaction SMILES: [CH3:1][O:2][C:3]1[CH:4]=[C:5]([CH2:9][C:10](Cl)=[O:11])[CH:6]=[CH:7][CH:8]=1.[NH2:13][C:14]1[CH:23]=[C:22]([Cl:24])[CH:21]=[CH:20][C:15]=1[C:16]([O:18][CH3:19])=[O:17]>ClCCl>[Cl:24][C:22]1[CH:21]=[CH:20][C:15]([C:16]([O:18][CH3:19])=[O:17])=[C:14]([NH:13][C:10](=[O:11])[CH2:9][C:5]2[CH:6]=[CH:7][CH:8]=[C:3]([O:2][CH3:1])[CH:4]=2)[CH:23]=1. Procedure details: 3-Methoxyphenylacetyl chloride (1.11 g, 6 mmol) was added to methyl 2-amino-4-chlorobenzoate (0.93 g, 5 mmol) in dichloromethane (30 ml) and the solution stirred under reflux for 18 h. The oily residue remaining on evaporation of the solvent was triturated with diethyl ether to afford methyl 4-chloro-2-(3-methoxyphenyl)acetamidobenzoate as a colourless solid (1.51 g), m.p. 144°-146° C.